Dataset: the Open Reaction Database (ORD), a public repository of structured organic reaction records. Task: describe an organic reaction: reactants, conditions, products, and yield The reactants are ClC=1C=C(C=CC1Cl)S(=O)(=O)C1CCNCC1 (4-(3,4-dichloro-benzenesulfonyl)-piperidine), C(C)(C)(C)OC(=O)N1CCC(CC1)=O (4-oxo-piperidine-1-carboxylic acid tert-butyl ester). Product: C(C)(C)(C)OC(=O)N1CCC(CC1)N1CCC(CC1)S(=O)(=O)C1=CC(=C(C=C1)Cl)Cl (4-(3,4-dichloro-benzenesulfonyl)-[1,4′]bipiperidinyl-1′-carboxylic acid tert-butyl ester). RXN SMILES: [Cl:1][C:2]1[CH:3]=[C:4]([S:9]([CH:12]2[CH2:17][CH2:16][NH:15][CH2:14][CH2:13]2)(=[O:11])=[O:10])[CH:5]=[CH:6][C:7]=1[Cl:8].[C:18]([O:22][C:23]([N:25]1[CH2:30][CH2:29][C:28](=O)[CH2:27][CH2:26]1)=[O:24])([CH3:21])([CH3:20])[CH3:19]>>[C:18]([O:22][C:23]([N:25]1[CH2:30][CH2:29][CH:28]([N:15]2[CH2:16][CH2:17][CH:12]([S:9]([C:4]3[CH:5]=[CH:6][C:7]([Cl:8])=[C:2]([Cl:1])[CH:3]=3)(=[O:11])=[O:10])[CH2:13][CH2:14]2)[CH2:27][CH2:26]1)=[O:24])([CH3:21])([CH3:19])[CH3:20]. Procedure details: The product of step 3 was used in a reductive amination with 4-oxo-piperidine-1-carboxylic acid tert-butyl ester following the procedure of Example 2 step a. Reactants: NC1=C(C(=NC=N1)N[C@@H](C)C1=NN2C(C(N1C1=CC=CC=C1)=O)=C(C=C2)C)Br ((S)-2-(1-((6-Amino-5-bromopyrimidin-4-yl)amino)ethyl)-5-methyl-3-phenylpyrrolo[2,1-f][1,2,4]triazin-4(3H)-one), FC1=C(C=CC(=C1)F)S(=O)(=O)NC1=CC(=CC(=C1)B1OC(C(O1)(C)C)(C)C)O (2,4-difluoro-N-(3-hydroxy-5-(4,4,5,5-tetramethyl-1,3,2-dioxaborolan-2-yl)phenyl)benzenesulfonamide), C([O-])([O-])=O.[Na+].[Na+] (sodium carbonate). Product: NC1=NC=NC(=C1C=1C=C(C=C(C1)O)NS(=O)(=O)C1=C(C=C(C=C1)F)F)N[C@@H](C)C1=NN2C(C(N1C1=CC=CC=C1)=O)=C(C=C2)C ((S)—N-(3-(4-Amino-6-((1-(5-methyl-4-oxo-3-phenyl-3,4-dihydropyrrolo[2,1-f][1,2,4]triazin-2-yl)ethyl)amino)pyrimidin-5-yl)-5-hydroxyphenyl)-2,4-difluorobenzenesulfonamide). Yield: 8.6%. RXN SMILES: [NH2:1][C:2]1[N:7]=[CH:6][N:5]=[C:4]([NH:8][C@H:9]([C:11]2[N:16]([C:17]3[CH:22]=[CH:21][CH:20]=[CH:19][CH:18]=3)[C:15](=[O:23])[C:14]3=[C:24]([CH3:27])[CH:25]=[CH:26][N:13]3[N:12]=2)[CH3:10])[C:3]=1Br.[F:29][C:30]1[CH:35]=[C:34]([F:36])[CH:33]=[CH:32][C:31]=1[S:37]([NH:40][C:41]1[CH:46]=[C:45](B2OC(C)(C)C(C)(C)O2)[CH:44]=[C:43]([OH:56])[CH:42]=1)(=[O:39])=[O:38].C(=O)([O-])[O-].[Na+].[Na+]>>[NH2:1][C:2]1[C:3]([C:45]2[CH:46]=[C:41]([NH:40][S:37]([C:31]3[CH:32]=[CH:33][C:34]([F:36])=[CH:35][C:30]=3[F:29])(=[O:39])=[O:38])[CH:42]=[C:43]([OH:56])[CH:44]=2)=[C:4]([NH:8][C@H:9]([C:11]2[N:16]([C:17]3[CH:22]=[CH:21][CH:20]=[CH:19][CH:18]=3)[C:15](=[O:23])[C:14]3=[C:24]([CH3:27])[CH:25]=[CH:26][N:13]3[N:12]=2)[CH3:10])[N:5]=[CH:6][N:7]=1 |f:2.3.4|. Procedure details: (S)-2-(1-((6-Amino-5-bromopyrimidin-4-yl)amino)ethyl)-5-methyl-3-phenylpyrrolo[2,1-f][1,2,4]triazin-4(3H)-one (80 mg, 0.18 mmol) was treated with 2,4-difluoro-N-(3-hydroxy-5-(4,4,5,5-tetramethyl-1,3,2-dioxaborolan-2-yl)phenyl)benzenesulfonamide (180 mg, 0.37 mmol), sodium carbonate (2M, 200 μl, 0.40 mmol) and 1,1′-bis(diphenylphosphino)ferrocene-palladium(II)dichloride dichloromethane complex (30 mg, 0.04 mmol) according to the method described in Example 3 to give 10 mg (8% yield) of the title ... Reactants: Cc1ccc(N2CCc3ccccc32)c(NC=O)c1, O=P(Cl)(Cl)Cl. Yields the product Cc1ccc2c(c1)N=Cc1cccc3c1N2CC3. Reaction SMILES: [CH:1](=[O:2])[NH:3][c:4]1[c:5]([N:11]2[CH2:12][CH2:13][c:14]3[cH:15][cH:16][cH:17][cH:18][c:19]32)[cH:6][cH:7][c:8]([CH3:10])[cH:9]1.[P:20]([Cl:21])([Cl:22])([Cl:23])=[O:24]>>[CH:1]1=[N:3][c:4]2[c:5]([cH:6][cH:7][c:8]([CH3:10])[cH:9]2)[N:11]2[CH2:12][CH2:13][c:14]3[cH:15][cH:16][cH:17][c:18]1[c:19]32.